Dataset: the Open Reaction Database (ORD), a public repository of structured organic reaction records. Task: describe an organic reaction: reactants, conditions, products, and yield The solvent is CN(C)C=O (DMF), CN(C)C=O (DMF), CN(C)C=O (DMF), CN(C)C=O (DMF), CN(C)C=O (DMF), CN(C)C=O (DMF). Conditions: temperature 25 celsius, time 2 hour. Product: Cc1ccc2cc(C(=O)Nc3cccc(C)c3C)ccc2n1. Isolated yield 80.6%. Starting materials: Cc1ccc2cc(C(=O)O)ccc2n1, Cc1cccc(N)c1C. Reagents/catalysts: C1CCN(C1)[P+](N2CCCC2)(N3CCCC3)ON4C5=CC=CC=C5N=N4.F[P-](F)(F)(F)(F)F (PyBOP), CCN(C(C)C)C(C)C (DIPEA). As a reaction SMILES: Cc1cccc(N)c1C.Cc1ccc2cc(C(=O)O)ccc2n1.C1CCN(C1)[P+](N2CCCC2)(N3CCCC3)ON4C5=CC=CC=C5N=N4.F[P-](F)(F)(F)(F)F.CCN(C(C)C)C(C)C.CN(C)C=O>>Cc1ccc2cc(C(=O)Nc3cccc(C)c3C)ccc2n1. Reactants: CCOC(C)=O, N#Cc1cc(Cl)ccn1, [K+], [K+], O=C([O-])[O-], CN(C)C=O, Oc1cccnc1. Yields the product N#Cc1cc(Oc2cccnc2)ccn1. As a reaction SMILES: [CH3:28][CH2:29][O:30][C:31]([CH3:32])=[O:33].[Cl:1][c:2]1[cH:3][c:4]([C:8]#[N:9])[n:5][cH:6][cH:7]1.[K+:17].[K+:18].[O-:19][C:20]([O-:21])=[O:22].[O:23]=[CH:24][N:25]([CH3:26])[CH3:27].[OH:10][c:11]1[cH:12][n:13][cH:14][cH:15][cH:16]1>>[c:2]1([O:10][c:11]2[cH:12][n:13][cH:14][cH:15][cH:16]2)[cH:3][c:4]([C:8]#[N:9])[n:5][cH:6][cH:7]1.